This data is from the Open Reaction Database (ORD), a public repository of structured organic reaction records. The task is: describe an organic reaction: reactants, conditions, products, and yield Starting materials: CCC[C@@H](CO)N, CC1=C(C(=NC(=N1)N)Cl)CC2=CC=C(C=C2)CC#N. Reagents/catalysts: C(=O)([O-])[O-].[K+].[K+], CC1(C2=C(C(=CC=C2)P(C3=CC=CC=C3)C4=CC=CC=C4)OC5=C1C=CC=C5P(C6=CC=CC=C6)C7=CC=CC=C7)C, CC(=O)O.CC(=O)O.[Pd]. Solvent: C1COCCO1. Run at temperature 100 celsius. Yields the product CCC[C@@H](CO)NC1=NC(=NC(=C1CC2=CC=C(C=C2)CC#N)C)N. Isolated yield 0.0%. Procedure: Palladium(II) acetate (8.23 mg, 0.04 mmol) and 9,9-Dimethyl-4,5-bis(diphenylphosphino)xanthene (42.4 mg, 0.07 mmol) were added to dioxane (3 mL) and the solution was stirred at room temperature for 10 minutes. 2-(4-((2-amino-4-chloro-6-methylpyrimidin-5-yl)methyl)phenyl)acetonitrile (200 mg, 0.73 mmol), (S)-(+)-2-Amino-1-pentanol (151 mg, 1.47 mmol) and POTASSIUM CARBONATE (203 mg, 1.47 mmol) were added and the mixture was heated at 100 °C for 15 hours. LCMS showed no product and reaction not pr...